The task is: describe an organic reaction: reactants, conditions, products, and yield. This data is from the Open Reaction Database (ORD), a public repository of structured organic reaction records. Starting materials: C(#N)C1=CC(=C(C=C1)C=1C=NN(C1O)C1=NC=C(C(=O)O)C=C1)C (6-(4-(4-cyano-2-methylphenyl)-5-hydroxy-1H-pyrazol-1-yl)nicotinic acid), COCC[C@H](C)N ((S)-4-methoxybutan-2-amine). Yields the product C(#N)C1=CC(=C(C=C1)C=1C=NN(C1O)C1=NC=C(C(=O)N[C@@H](C)CCOC)C=C1)C ((S)-6-(4-(4-cyano-2-methylphenyl)-5-hydroxy-1H-pyrazol-1-yl)-N-(4-methoxybutan-2-yl)nicotinamide). RXN SMILES: [C:1]([C:3]1[CH:8]=[CH:7][C:6]([C:9]2[CH:10]=[N:11][N:12]([C:15]3[CH:23]=[CH:22][C:18]([C:19](O)=[O:20])=[CH:17][N:16]=3)[C:13]=2[OH:14])=[C:5]([CH3:24])[CH:4]=1)#[N:2].[CH3:25][O:26][CH2:27][CH2:28][C@@H:29]([NH2:31])[CH3:30]>>[C:1]([C:3]1[CH:8]=[CH:7][C:6]([C:9]2[CH:10]=[N:11][N:12]([C:15]3[CH:23]=[CH:22][C:18]([C:19]([NH:31][C@H:29]([CH2:28][CH2:27][O:26][CH3:25])[CH3:30])=[O:20])=[CH:17][N:16]=3)[C:13]=2[OH:14])=[C:5]([CH3:24])[CH:4]=1)#[N:2]. Procedure: The title compound was prepared in a manner similar to Example 112 using 6-(4-(4-cyano-2-methylphenyl)-5-hydroxy-1H-pyrazol-1-yl)nicotinic acid and (S)-4-methoxybutan-2-amine. 1H NMR (400 MHz, DMSO-d6) δ ppm 1.19 (d, J=6.82 Hz, 3H) 1.67-1.77 (m, 1H) 1.77-1.88 (m, 1H) 2.44 (s, 3H) 3.23 (s, 3H) 3.39 (t, J=6.57 Hz, 2H) 4.06-4.20 (m, 1H) 7.67 (d, J=8.08 Hz, 1H) 7.73 (s, 1H) 7.78 (br. s., 1H) 8.17 (br. s., 1H) 8.43 (d, J=7.33 Hz, 3H) 8.89-8.95 (m, 1H) 13.16 (br. s., 1H); ESI-MS m/z [M+H]+ 406.2. Reactants: NC=1C(=CC2=C(N(C3=CC=CC=C23)C(C)C)N1)C(=O)N (2-amino-9-isopropyl-9H-pyrido[2,3-b]indole-3-carboxamide), BrCCO[Si](C)(C)C(C)(C)C ((2-bromoethoxy)(tert-butyl)dimethylsilane), BrC(C)C (2-bromopropane). Yields the product NC=1C(=CC2=C(N(C3=CC=CC=C23)CCO[Si](C)(C)C(C)(C)C)N1)C(=O)N (2-Amino-9-(2-(tert-butyldimethylsilyloxy)ethyl)-9H-pyrido[2,3-b]indole-3-carboxamide). As a reaction SMILES: [NH2:1][C:2]1[C:3]([C:18]([NH2:20])=[O:19])=[CH:4][C:5]2[C:13]3[C:8](=[CH:9][CH:10]=[CH:11][CH:12]=3)[N:7](C(C)C)[C:6]=2[N:17]=1.Br[CH2:22][CH2:23][O:24][Si:25]([C:28]([CH3:31])([CH3:30])[CH3:29])([CH3:27])[CH3:26].BrC(C)C>>[NH2:1][C:2]1[C:3]([C:18]([NH2:20])=[O:19])=[CH:4][C:5]2[C:13]3[C:8](=[CH:9][CH:10]=[CH:11][CH:12]=3)[N:7]([CH2:22][CH2:23][O:24][Si:25]([C:28]([CH3:31])([CH3:30])[CH3:29])([CH3:27])[CH3:26])[C:6]=2[N:17]=1. Procedure details: 2-Amino-9-(2-(tert-butyldimethylsilyloxy)ethyl)-9H-pyrido[2,3-b]indole-3-carboxamide (xxv-a) was prepared following the procedure detailed in the synthesis of 13 substituting (2-bromoethoxy)(tert-butyl)dimethylsilane for 2-bromopropane. The crude silane was used in the following step without further purification. NH4OAc QC conditions. M+H=385. Starting materials: [Al+3], O=C(Cl)c1ccccc1, CN(C)C=O, [Cl-], [Cl-], [Cl-], Cc1cc(Cl)c(C(=O)O)c(Cl)c1, Clc1ccccc1, NC(=O)c1nnn(Cc2cc(Cl)c(C(=O)c3ccc(Cl)cc3)c(Cl)c2)c1N, O=S(Cl)Cl. Product: Cc1cc(Cl)c(C(=O)c2ccc(Cl)cc2)c(Cl)c1. RXN SMILES: [Al+3:56].[C:40]([Cl:41])(=[O:42])[c:43]1[cH:44][cH:45][cH:46][cH:47][cH:48]1.[CH3:57][N:58]([CH3:59])[CH:60]=[O:61].[Cl-:53].[Cl-:54].[Cl-:55].[Cl:28][c:29]1[cH:30][c:31]([CH3:32])[cH:33][c:34]([Cl:35])[c:36]1[C:37]([OH:38])=[O:39].[Cl:62][c:63]1[cH:64][cH:65][cH:66][cH:67][cH:68]1.[NH2:1][c:2]1[n:3]([CH2:7][c:8]2[cH:9][c:10]([Cl:24])[c:11]([C:15]([c:16]3[cH:17][cH:18][c:19]([Cl:22])[cH:20][cH:21]3)=[O:23])[c:12]([Cl:14])[cH:13]2)[n:4][n:5][c:6]1[C:25]([NH2:26])=[O:27].[S:49]([Cl:50])([Cl:51])=[O:52]>>[CH3:7][c:8]1[cH:9][c:10]([Cl:24])[c:11]([C:15]([c:16]2[cH:17][cH:18][c:19]([Cl:22])[cH:20][cH:21]2)=[O:23])[c:12]([Cl:14])[cH:13]1. The reactants are COC=1C=CC2=C(CC(CCC2=O)[N+](=O)[O-])C1 (2-methoxy-8-nitro-6,7,8,9-tetrahydro-5H-benzocyclohepten-5-one), [H][H] (hydrogen). Reagents/catalysts: [Pd] (palladium on carbon). Solvent: C(C)(=O)O (acetic acid). Yields the product COC1=CC2=C(CCCC(C2)N)C=C1 (3-methoxy-6,7,8,9-tetrahydro-5H-benzocyclohepten-6-amine). Yield: 94.1%. RXN SMILES: [CH3:1][O:2][C:3]1[CH:4]=[CH:5][C:6]2[C:12](=O)[CH2:11][CH2:10][CH:9]([N+:14]([O-])=O)[CH2:8][C:7]=2[CH:17]=1.[H][H]>C(O)(=O)C.[Pd]>[CH3:1][O:2][C:3]1[CH:4]=[CH:5][C:6]2[CH2:12][CH2:11][CH2:10][CH:9]([NH2:14])[CH2:8][C:7]=2[CH:17]=1. Reported procedure: A solution of 2-methoxy-8-nitro-6,7,8,9-tetrahydro-5H-benzocyclohepten-5-one (0.20 g) in acetic acid (2 ml) was hydrogenated at 4 atm hydrogen atmosphere over 10% palladium on carbon (0.20 g). After removing the catalyst, the pH of the solution was adjusted to 12 with sodium hydroxide solution and the solution was extracted with ethyl acetate. The extract was washed with brine, dried over potassium carbonate, and evaporated in vacuo to give 3-methoxy-6,7,8,9-tetrahydro-5H-benzocyclohepten-6-amin... Reactants: CC=1C=C(SC1)B(O)O (4-methylthiophen-2-yl-boronic acid), OC(C)(C)C(C)(C)O (pinacol). Product: CC1(OB(OC1(C)C)C=1SC=C(C1)C)C (4,4,5,5-Tetramethyl-2-(4-methylthiophen-2-yl)-[1,3,2]dioxaborolane). Yield: 54.0%. RXN SMILES: [CH3:1][C:2]1[CH:3]=[C:4]([B:7]([OH:9])[OH:8])[S:5][CH:6]=1.O[C:11]([C:14](O)([CH3:16])[CH3:15])([CH3:13])[CH3:12]>>[CH3:12][C:11]1([CH3:13])[C:14]([CH3:16])([CH3:15])[O:9][B:7]([C:4]2[S:5][CH:6]=[C:2]([CH3:1])[CH:3]=2)[O:8]1. Reported procedure: The title compound (54%, oil) was prepared from 4-methylthiophen-2-yl-boronic acid and pinacol.